From a dataset of the Open Reaction Database (ORD), a public repository of structured organic reaction records. describe an organic reaction: reactants, conditions, products, and yield Reactants: CCOC(=O)C(C)(C)CCCCCC(c1ccccc1Cl)N1CCc2[nH]ccc2C1, CCO, [Na+], [OH-], O. Product: CC(C)(CCCCCC(c1ccccc1Cl)N1CCc2[nH]ccc2C1)C(=O)O. Reaction SMILES: [CH2:1]([CH3:2])[O:3][C:4]([C:5]([CH2:6][CH2:7][CH2:8][CH2:9][CH2:10][CH:11]([N:12]1[CH2:13][c:14]2[c:15]([nH:18][cH:19][cH:20]2)[CH2:16][CH2:17]1)[c:21]1[c:22]([Cl:27])[cH:23][cH:24][cH:25][cH:26]1)([CH3:28])[CH3:29])=[O:30].[CH3:31][CH2:32][OH:33].[Na+:35].[OH-:34].[OH2:36]>>[O:3]=[C:4]([C:5]([CH2:6][CH2:7][CH2:8][CH2:9][CH2:10][CH:11]([N:12]1[CH2:13][c:14]2[c:15]([nH:18][cH:19][cH:20]2)[CH2:16][CH2:17]1)[c:21]1[c:22]([Cl:27])[cH:23][cH:24][cH:25][cH:26]1)([CH3:28])[CH3:29])[OH:30].